This data is from the Open Reaction Database (ORD), a public repository of structured organic reaction records. The task is: describe an organic reaction: reactants, conditions, products, and yield Starting materials: C1(=CC=CC=C1)O (phenol), C(OC1=CC=CC=C1)(OC1=CC=CC=C1)=O (DPC), hydroxy aromatic compound, C1(=CC=CC=C1)O (phenol), C(=O)(Cl)Cl (phosgene), [OH-].[Na+] (sodium hydroxide), C(OC1=CC=CC=C1)(OC1=CC=CC=C1)=O (diphenyl carbonate), diaryl carbonates, [OH-].[Na+] (sodium hydroxide). Reagents/catalysts: C(C)N(CC)CC (triethylamine). The solvent is C(Cl)Cl (methylene chloride), C(Cl)Cl (methylene chloride), O (water), O (water), C(Cl)(Cl)Cl (chloroform). Yields the product C(C=1C(O)=CC=CC1)(=O)OC (methyl salicylate), diaryl carbonate. RXN SMILES: [C:1]1([OH:7])[CH:6]=[CH:5][CH:4]=[CH:3][CH:2]=1.C(Cl)(Cl)=O.[OH-].[Na+].[C:14](=O)([O:22]C1C=CC=CC=1)[O:15][C:16]1C=CC=CC=1>C(N(CC)CC)C.C(Cl)Cl.O.C(Cl)(Cl)Cl>[C:14]([O:15][CH3:16])(=[O:22])[C:2]1[C:1](=[CH:6][CH:5]=[CH:4][CH:3]=1)[OH:7] |f:2.3|. Procedure details: A classical preparation of diaryl carbonates involves the reaction of a hydroxy aromatic compound such as phenol with phosgene gas in a two phase reaction system comprising water, an acid acceptor such as sodium hydroxide and a solvent such as methylene chloride or chloroform. Typical interfacial conditions used to prepare diphenyl carbonate (DPC) utilize water and methylene chloride phases, sodium hydroxide as a pH control measure and triethylamine as a catalyst. Under such conditions it is pos... Yield: 71.0%. Procedure details: To a mixed solution of 4.3 g of 4-(2-aminopropionyl)-2,6-di-tert-butylphenol hydrochloride, 50 ml of ethanol, and 1.2 ml of concentrated hydrochloric acid was added a solution of 2.2 g of sodium thiocyanate in 4 ml of water at room temperature. After stirring the mixture for 1.5 hours at room temperature and further refluxing the mixture for 2 hours, the solvent was distilled off under reduced pressure. Then, 30 ml of acetic acid was added to the residue and the mixture was refluxed for 2-3 hour... The solvent is O (water), O (water). Reactants: Cl.NC(C(=O)C1=CC(=C(C(=C1)C(C)(C)C)O)C(C)(C)C)C (4-(2-aminopropionyl)-2,6-di-tert-butylphenol hydrochloride), C(C)O (ethanol), Cl (hydrochloric acid), [S-]C#N.[Na+] (sodium thiocyanate). Yields the product C(C)(C)(C)C=1C=C(C=C(C1O)C(C)(C)C)C=1NC(NC1C)=S (4-(3,5-di-tert-butyl-4-hydroxyphenyl)-5-methyl-2-thioxo-4-imidazoline). Reaction SMILES: Cl.[NH2:2][CH:3]([CH3:21])[C:4]([C:6]1[CH:11]=[C:10]([C:12]([CH3:15])([CH3:14])[CH3:13])[C:9]([OH:16])=[C:8]([C:17]([CH3:20])([CH3:19])[CH3:18])[CH:7]=1)=O.C(O)C.Cl.[S-:26][C:27]#[N:28].[Na+]>O>[C:17]([C:8]1[CH:7]=[C:6]([C:4]2[NH:28][C:27](=[S:26])[NH:2][C:3]=2[CH3:21])[CH:11]=[C:10]([C:12]([CH3:15])([CH3:14])[CH3:13])[C:9]=1[OH:16])([CH3:20])([CH3:19])[CH3:18] |f:0.1,4.5|. Conditions: time 1.5 hour. RXN SMILES: [CH3:17][N+:18]1([O-:19])[CH2:20][CH2:21][O:22][CH2:23][CH2:24]1.[CH3:1][O:2][CH:3]([CH:4]([CH2:5][OH:6])[CH3:7])[CH:8]([CH:9]([CH:10]=[CH:11][CH:12]=[CH2:13])[O:14][CH3:15])[CH3:16].[CH3:28][CH2:29][CH2:30][N+:31]([CH2:32][CH2:33][CH3:34])([CH2:35][CH2:36][CH3:37])[CH2:38][CH2:39][CH3:40].[Cl:25][CH2:26][Cl:27].[O:41]=[Ru:42](=[O:43])([O-:44])=[O:45]>>[CH3:1][O:2][CH:3]([CH:4]([CH:5]=[O:6])[CH3:7])[CH:8]([CH:9]([CH:10]=[CH:11][CH:12]=[CH2:13])[O:14][CH3:15])[CH3:16]. Product: C=CC=CC(OC)C(C)C(OC)C(C)C=O. Starting materials: C[N+]1([O-])CCOCC1, C=CC=CC(OC)C(C)C(OC)C(C)CO, CCC[N+](CCC)(CCC)CCC, ClCCl, O=[Ru](=O)(=O)[O-]. Reactants: O[C@@H]1C[C@H](N(C1)C(CC(C1=CC=CC=C1)(C1=CC=CC=C1)C1=CC=CC=C1)=O)C(=O)N1[C@H](CCC1)C(=O)NC[C@@H]1CNCCC1 ((2R)-1-{(2S,4R)-4-hydroxy-1-(3,3,3-triphenylpropanoyl)pyrrolidin-2-yl}carbonyl-N-((3S)-3piperidylmethyl)pyrrolidine-2-carboxamide), CC(C=O)CC (2-methylbutanal). Product: O[C@@H]1C[C@H](N(C1)C(CC(C1=CC=CC=C1)(C1=CC=CC=C1)C1=CC=CC=C1)=O)C(=O)N1[C@H](CCC1)C(=O)NC[C@@H]1CN(CCC1)CC(CC)C ((2R)-1-{(2S,4R)-4-hydroxy-1-(3,3,3-triphenylpropanoyl)pyrrolidin-2-yl}carbonyl-N-{((3R)-1-(2-methylbutyl)-3-piperidyl)methyl}-pyrrolidine-2-carboxamide). Reaction SMILES: [OH:1][C@H:2]1[CH2:6][N:5]([C:7](=[O:28])[CH2:8][C:9]([C:22]2[CH:27]=[CH:26][CH:25]=[CH:24][CH:23]=2)([C:16]2[CH:21]=[CH:20][CH:19]=[CH:18][CH:17]=2)[C:10]2[CH:15]=[CH:14][CH:13]=[CH:12][CH:11]=2)[C@H:4]([C:29]([N:31]2[CH2:35][CH2:34][CH2:33][C@@H:32]2[C:36]([NH:38][CH2:39][C@H:40]2[CH2:45][CH2:44][CH2:43][NH:42][CH2:41]2)=[O:37])=[O:30])[CH2:3]1.[CH3:46][CH:47]([CH2:50][CH3:51])[CH:48]=O>>[OH:1][C@H:2]1[CH2:6][N:5]([C:7](=[O:28])[CH2:8][C:9]([C:22]2[CH:27]=[CH:26][CH:25]=[CH:24][CH:23]=2)([C:10]2[CH:11]=[CH:12][CH:13]=[CH:14][CH:15]=2)[C:16]2[CH:21]=[CH:20][CH:19]=[CH:18][CH:17]=2)[C@H:4]([C:29]([N:31]2[CH2:35][CH2:34][CH2:33][C@@H:32]2[C:36]([NH:38][CH2:39][C@H:40]2[CH2:45][CH2:44][CH2:43][N:42]([CH2:46][CH:47]([CH3:48])[CH2:50][CH3:51])[CH2:41]2)=[O:37])=[O:30])[CH2:3]1. Procedure: The title compound was prepared by a method similar to Step 3 of Example 17, using (2R)-1-{(2S,4R)-4-hydroxy-1-(3,3,3-triphenylpropanoyl)pyrrolidin-2-yl}carbonyl-N-((3S)-3piperidylmethyl)pyrrolidine-2-carboxamide and 2-methylbutanal. The compound was obtained as a white solid. Reactants: N1=C(C=CC=C1)C=1C=CC(N(C1)C1=CC=CC=C1)=O (5-(2-Pyridyl)-1-phenyl-1,2-dihydropyridine-2-one), BrN1C(CCC1=O)=O (N-bromosuccinimide), CN(C=O)C (N,N-dimethylformamide), CC(C)O (2-Propanol). Solvent: O (water). Reaction conditions: temperature 30 celsius, time 3 hour. Product: BrC=1C(N(C=C(C1)C1=NC=CC=C1)C1=CC=CC=C1)=O (3-bromo-5-(2-pyridyl)-1-phenyl-1,2-dihydropyridine-2-one). Isolated yield 86.4%. Reaction SMILES: [N:1]1[CH:6]=[CH:5][CH:4]=[CH:3][C:2]=1[C:7]1[CH:8]=[CH:9][C:10](=[O:19])[N:11]([C:13]2[CH:18]=[CH:17][CH:16]=[CH:15][CH:14]=2)[CH:12]=1.[Br:20]N1C(=O)CCC1=O.CN(C)C=O.CC(O)C>O>[Br:20][C:9]1[C:10](=[O:19])[N:11]([C:13]2[CH:18]=[CH:17][CH:16]=[CH:15][CH:14]=2)[CH:12]=[C:7]([C:2]2[CH:3]=[CH:4][CH:5]=[CH:6][N:1]=2)[CH:8]=1. Procedure: 5-(2-Pyridyl)-1-phenyl-1,2-dihydropyridine-2-one (300 g), N-bromosuccinimide (236.5 g) and N,N-dimethylformamide (1.8 L) were placed in a 10-L reactor, and the reaction mixture was stirred at 30° C. (external temperature) in a nitrogen stream for 3 hours and 15 minutes. 2-Propanol (4.2 L) was added dropwise to the reaction mixture over a period of 9 minutes, followed by adding thereto water (2.1 L) over a period of 7 minutes. The resulting mixture was heated at 85° C. (external temperature) with...